From a dataset of the Open Reaction Database (ORD), a public repository of structured organic reaction records. describe an organic reaction: reactants, conditions, products, and yield Starting materials: COC(=O)c1ccccc1S(=O)(=O)N=C=O, CC#N, Cc1nc(N)nc2ccccc12. Reaction SMILES: [C:13](=[O:14])([O:15][CH3:16])[c:17]1[c:18]([S:23](=[O:24])(=[O:25])[N:26]=[C:27]=[O:28])[cH:19][cH:20][cH:21][cH:22]1.[CH3:29][C:30]#[N:31].[NH2:1][c:2]1[n:3][c:4]2[cH:5][cH:6][cH:7][cH:8][c:9]2[c:10]([CH3:12])[n:11]1>>[NH:1]([c:2]1[n:3][c:4]2[cH:5][cH:6][cH:7][cH:8][c:9]2[c:10]([CH3:12])[n:11]1)[C:27]([NH:26][S:23]([c:18]1[c:17]([C:13](=[O:14])[O:15][CH3:16])[cH:22][cH:21][cH:20][cH:19]1)(=[O:24])=[O:25])=[O:28]. The product is COC(=O)c1ccccc1S(=O)(=O)NC(=O)Nc1nc(C)c2ccccc2n1. Reactants: C12(CC3CC(CC(C1)C3)C2)CNC2=C(C=C(C=C2)S(=O)(=O)NC(=O)C2=CC=C(C=C2)C2=C(C=C(C=C2)F)NC(CCNC(=O)OC(C)(C)C)=O)[N+](=O)[O-] (4-((((4-((1-adamantylmethyl)amino)-3-nitrophenyl)sulfonyl)amino)carbonyl)-2′-((3-((tert-butoxycarbonyl)amino)propanoyl)amino)-4′-fluoro-1,1′-biphenyl), Cl (HCl). The solvent is ClCCl (dichloromethane), O1CCOCC1 (dioxane). Conditions: time 4 hour. The product is C12(CC3CC(CC(C1)C3)C2)CNC2=C(C=C(C=C2)S(=O)(=O)NC(=O)C2=CC=C(C=C2)C2=C(C=C(C=C2)F)NC(CCN)=O)[N+](=O)[O-] (N-(4′-((((4-((1-adamantylmethyl)amino)-3-nitrophenyl)sulfonyl)amino)carbonyl)-4-fluoro(1,1′-biphenyl)-2-yl)-3-aminopropanamide). RXN SMILES: [C:1]12([CH2:11][NH:12][C:13]3[CH:18]=[CH:17][C:16]([S:19]([NH:22][C:23]([C:25]4[CH:30]=[CH:29][C:28]([C:31]5[CH:36]=[CH:35][C:34]([F:37])=[CH:33][C:32]=5[NH:38][C:39](=[O:50])[CH2:40][CH2:41][NH:42]C(OC(C)(C)C)=O)=[CH:27][CH:26]=4)=[O:24])(=[O:21])=[O:20])=[CH:15][C:14]=3[N+:51]([O-:53])=[O:52])[CH2:10][CH:5]3[CH2:6][CH:7]([CH2:9][CH:3]([CH2:4]3)[CH2:2]1)[CH2:8]2.Cl>ClCCl.O1CCOCC1>[C:1]12([CH2:11][NH:12][C:13]3[CH:18]=[CH:17][C:16]([S:19]([NH:22][C:23]([C:25]4[CH:26]=[CH:27][C:28]([C:31]5[CH:36]=[CH:35][C:34]([F:37])=[CH:33][C:32]=5[NH:38][C:39](=[O:50])[CH2:40][CH2:41][NH2:42])=[CH:29][CH:30]=4)=[O:24])(=[O:20])=[O:21])=[CH:15][C:14]=3[N+:51]([O-:53])=[O:52])[CH2:10][CH:5]3[CH2:4][CH:3]([CH2:9][CH:7]([CH2:6]3)[CH2:8]1)[CH2:2]2. Reported procedure: A room temperature solution of Example 49A (19 mg, 0.03 mmol) in dichloromethane (1 mL) was treated with 4M HCl in dioxane, stirred for 4 hours, and concentrated to provide the desired product. MS (ESI(+)) m/e 650 (M+H)+; 1H NMR (400 MHz, DMSO-d6) δ9.12 (br s, 1H), 8.65 (d, 1H), 8.56 (t, 1H), 7.95 (dd, 1H), 7.94 (m, 3H), 7.65 (br s, 3H), 7.50-7.35 (m, 4H), 7.15 (dt, 1H), 3.18 (d, 2H), 2.75 (s, 6H), 1.98 (m, 3H), 1.72-1.55 (m, 12H). Reactants: BrC=1C(=NC=C(N1)Br)NC(=N)C=1OC=CC1 (N-(3,5-dibromo-pyrazin-2-yl)-furan-2-carboxamidine), C(C)(=O)[O-].C(C)(=O)[O-].C(C)(=O)[O-].C(C)(=O)[O-].[Pb+4] (lead tetraacetate). Solvent: C1(=CC=CC=C1)C (toluene). Product: BrC=1N=C(C=2N(C1)N=C(N2)C=2OC=CC2)Br (6,8-dibromo-2-furan-2-yl-[1,2,4]triazolo[1,5-a]pyrazine). Isolated yield 39.9%. RXN SMILES: [Br:1][C:2]1[C:3]([NH:9][C:10]([C:12]2[O:13][CH:14]=[CH:15][CH:16]=2)=[NH:11])=[N:4][CH:5]=[C:6]([Br:8])[N:7]=1.C([O-])(=O)C.C([O-])(=O)C.C([O-])(=O)C.C([O-])(=O)C.[Pb+4]>C1(C)C=CC=CC=1>[Br:8][C:6]1[N:7]=[C:2]([Br:1])[C:3]2[N:4]([N:11]=[C:10]([C:12]3[O:13][CH:14]=[CH:15][CH:16]=3)[N:9]=2)[CH:5]=1 |f:1.2.3.4.5|. Procedure: A mixture of N-(3,5-dibromo-pyrazin-2-yl)-furan-2-carboxamidine (47 g, 0.14 mol), lead tetraacetate (95% purity, 160 g, 0.34 mol), and toluene (940 ml) was refluxed for 2 hours. The reaction was allowed to cool to room temperature and concentrated in vacuo. The resulting residue was purified by flash column chromatography on silica (hexanes:EtOAc (5:1 to 3:1)) as eluent to afford 6,8-dibromo-2-furan-2-yl-[1,2,4]triazolo[1,5-a]pyrazine as a yellow solid (19.2 g, 40% yield). 1H NMR (300 MHz, CDCl3... Starting materials: solution, C1(=CC=C(C=C1)S(=O)(=O)O)C (4-toluenesulfonic acid), C1(CC1)NC(C1=CC(=C(C=C1)C)N1C=NC2=CC=C(C=C2C1=O)OCCN1CCCCC1)=O (N-cyclopropyl-4-methyl-3-[4-oxo-6-(2-piperidin-1-ylethoxy)quinazolin-3(4H)-yl]benzamide). Solvent: C(C)(=O)OCC (ethyl acetate). The product is C1(=CC=C(C=C1)S(=O)(=O)O)C.C1(CC1)NC(C1=CC(=C(C=C1)C)N1C=NC2=CC=C(C=C2C1=O)OCCN1CCCCC1)=O (N-Cyclopropyl-4-methyl-3-[4-oxo-6-(2-piperidin-1-ylethoxy)quinazolin-3(4H)-yl]benzamide 4-toluenesulfonate salt). RXN SMILES: [C:1]1([CH3:11])[CH:6]=[CH:5][C:4]([S:7]([OH:10])(=[O:9])=[O:8])=[CH:3][CH:2]=1.[CH:12]1([NH:15][C:16](=[O:44])[C:17]2[CH:22]=[CH:21][C:20]([CH3:23])=[C:19]([N:24]3[C:33](=[O:34])[C:32]4[C:27](=[CH:28][CH:29]=[C:30]([O:35][CH2:36][CH2:37][N:38]5[CH2:43][CH2:42][CH2:41][CH2:40][CH2:39]5)[CH:31]=4)[N:26]=[CH:25]3)[CH:18]=2)[CH2:14][CH2:13]1>C(OCC)(=O)C>[C:1]1([CH3:11])[CH:2]=[CH:3][C:4]([S:7]([OH:10])(=[O:8])=[O:9])=[CH:5][CH:6]=1.[CH:12]1([NH:15][C:16](=[O:44])[C:17]2[CH:22]=[CH:21][C:20]([CH3:23])=[C:19]([N:24]3[C:33](=[O:34])[C:32]4[C:27](=[CH:28][CH:29]=[C:30]([O:35][CH2:36][CH2:37][N:38]5[CH2:39][CH2:40][CH2:41][CH2:42][CH2:43]5)[CH:31]=4)[N:26]=[CH:25]3)[CH:18]=2)[CH2:13][CH2:14]1 |f:3.4|. Procedure: Using an analogous procedure to that described in Example 45, a 0.1N solution of 4-toluenesulfonic acid in ethyl acetate was N-cyclopropyl-4-methyl-3-[4-oxo-6-(2-piperidin-1-ylethoxy)quinazolin-3(4H)-yl]benzamide to gave the title compound; NMR Spectrum: (DMSOd6) 0.57 (m, 2H), 0.71 (m, 2H), 1.41 (m, 1H), 1.71 (m, 3H), 1.84 (m, 2H), 2.14 (s, 3H), 2.29 (s, 3H), 2.87 (m, 1H), 3.05 (m, 2H), 3.56 (m, 4H), 4.51 (m, 2H), 7.11 (d, 2H), 7.49 (d, 2H), 7.56 (m, 2H), 7.69 (d, 1H), 7.79 (d, 1H), 7.85 (s, 1H)... Reactants: N#CCCC1CN(C(=O)OCc2ccccc2)CCO1, CCO. Yields the product N#CCCC1CNCCO1. RXN SMILES: [C:1](#[N:2])[CH2:3][CH2:4][CH:5]1[O:6][CH2:7][CH2:8][N:9]([C:11]([O:12][CH2:13][c:14]2[cH:15][cH:16][cH:17][cH:18][cH:19]2)=[O:20])[CH2:10]1.[CH3:21][CH2:22][OH:23]>>[C:1](#[N:2])[CH2:3][CH2:4][CH:5]1[O:6][CH2:7][CH2:8][NH:9][CH2:10]1. Reactants: F[B-](F)(F)F, Cc1cc(C(=O)O)ccc1N1CCOCCC1=O, COCC(N)c1nc2cc(Cl)ccc2[nH]1, CN(C)C=O, CN(C)C(On1nnc2ccccc21)=[N+](C)C. Yields the product COCC(NC(=O)c1ccc(N2CCOCCC2=O)c(C)c1)c1nc2cc(Cl)ccc2[nH]1. RXN SMILES: [B-:34]([F:35])([F:36])([F:37])[F:38].[CH3:1][c:2]1[cH:3][c:4]([C:5](=[O:6])[OH:7])[cH:8][cH:9][c:10]1[N:11]1[CH2:12][CH2:13][O:14][CH2:15][CH2:16][C:17]1=[O:18].[Cl:19][c:20]1[cH:21][c:22]2[c:23]([nH:24][c:25]([CH:27]([CH2:28][O:29][CH3:30])[NH2:31])[n:26]2)[cH:32][cH:33]1.[O:56]=[CH:57][N:58]([CH3:59])[CH3:60].[n:39]1([O:40][C:41]([N:42]([CH3:43])[CH3:44])=[N+:45]([CH3:46])[CH3:47])[c:48]2[cH:49][cH:50][cH:51][cH:52][c:53]2[n:54][n:55]1>>[CH3:1][c:2]1[cH:3][c:4]([C:5](=[O:7])[NH:31][CH:27]([c:25]2[nH:24][c:23]3[c:22]([cH:21][c:20]([Cl:19])[cH:33][cH:32]3)[n:26]2)[CH2:28][O:29][CH3:30])[cH:8][cH:9][c:10]1[N:11]1[CH2:12][CH2:13][O:14][CH2:15][CH2:16][C:17]1=[O:18].